From a dataset of the Open Reaction Database (ORD), a public repository of structured organic reaction records. describe an organic reaction: reactants, conditions, products, and yield Reactants: Brc1coc2ccccc12, [Li]CCCC, CCCC[Sn](Cl)(CCCC)CCCC. Yields the product CCCC[Sn](CCCC)(CCCC)c1coc2ccccc12. Reaction SMILES: [Br:1][c:2]1[cH:3][o:4][c:5]2[c:6]1[cH:7][cH:8][cH:9][cH:10]2.[CH2:11]([Li:12])[CH2:13][CH2:14][CH3:15].[CH2:16]([CH2:17][CH2:18][CH3:19])[Sn:20]([CH2:21][CH2:22][CH2:23][CH3:24])([CH2:25][CH2:26][CH2:27][CH3:28])[Cl:29]>>[c:2]1([Sn:20]([CH2:16][CH2:17][CH2:18][CH3:19])([CH2:21][CH2:22][CH2:23][CH3:24])[CH2:25][CH2:26][CH2:27][CH3:28])[cH:3][o:4][c:5]2[c:6]1[cH:7][cH:8][cH:9][cH:10]2. Starting materials: CO, O=C(O)C=CC(O)c1ccc(-c2ccc(Cl)c(Cl)c2)cc1, NC1CCCCC1, [Na], O. Yields the product O=C(O)CCC(O)c1ccc(-c2ccc(Cl)c(Cl)c2)cc1. Reaction SMILES: [CH3:31][OH:32].[Cl:2][c:3]1[cH:4][c:5](-[c:10]2[cH:11][cH:12][c:13]([CH:16]([CH:17]=[CH:18][C:19](=[O:20])[OH:21])[OH:22])[cH:14][cH:15]2)[cH:6][cH:7][c:8]1[Cl:9].[NH2:23][CH:24]1[CH2:25][CH2:26][CH2:27][CH2:28][CH2:29]1.[Na:1].[OH2:30]>>[Cl:2][c:3]1[cH:4][c:5](-[c:10]2[cH:11][cH:12][c:13]([CH:16]([CH2:17][CH2:18][C:19](=[O:20])[OH:21])[OH:22])[cH:14][cH:15]2)[cH:6][cH:7][c:8]1[Cl:9]. Reactants: C1(=C(C=CC=C1)N)N (o-phenylenediamine), ethyl valerylimidate. Solvent: C(C)O (ethanol). The product is C(CCC)C=1NC2=C(N1)C=CC=C2 (2-Butylbenzimidazole). Yield: 138.0%. Reaction SMILES: [C:1]1([NH2:8])[CH:6]=[CH:5][CH:4]=[CH:3][C:2]=1[NH2:7]>C(O)C>[CH2:2]([C:3]1[NH:7][C:2]2[CH:3]=[CH:4][CH:5]=[CH:6][C:1]=2[N:8]=1)[CH2:1][CH2:6][CH3:5]. Reported procedure: To a solution of o-phenylenediamine (0.171 g, 1.58 mmol) in absolute ethanol (8 ml), ethyl valerylimidate (0.313 g, 1.9 mmol) was added, and the mixture was refluxed overnight. The reaction was cooled to room temperature and concentrated in vacuo. The residue was partitioned between ethyl acetate and saturated NaHCO3. The organic phase was separated and the aqueous layer was extracted with ethyl acetate (3×20 ml). The organic layers were combined and washed with brine, dried (MgSO4), and then co...